From a dataset of the Open Reaction Database (ORD), a public repository of structured organic reaction records. describe an organic reaction: reactants, conditions, products, and yield Starting materials: CC(C)([O-])C.[Na+] (Sodium tert-butoxide), C[Si](C)(C)[N-][Si](C)(C)C.[Li+] (lithium bis(trimethylsilyl)amide), ClC1=NC=CN=C1Cl (2,3-Dichloropyrazine), C(C(C)C)(=O)OC (Methyl isobutyrate), bromo[tri-tert-butylphosphine]dipalladium(1)dimer. Solvent: C(C)OCC (diethyl ether). Conditions: time 3 hour. Yields the product ClC=1C(=NC=CN1)C(C(=O)OC(C)(C)C)(C)C (tert-butyl 2-(3-chloropyrazin-2-yl)-2-methylpropanoate). The yield is 69.0%. As a reaction SMILES: [CH3:1][C:2]([CH3:5])([O-:4])[CH3:3].[Na+].[C:7]([O:12]C)(=O)[CH:8]([CH3:10])[CH3:9].C[Si]([N-][Si](C)(C)C)(C)C.[Li+].[Cl:24][C:25]1[C:30](Cl)=[N:29][CH:28]=[CH:27][N:26]=1>C(OCC)C>[Cl:24][C:25]1[C:30]([C:8]([CH3:9])([CH3:10])[C:7]([O:4][C:2]([CH3:5])([CH3:3])[CH3:1])=[O:12])=[N:29][CH:28]=[CH:27][N:26]=1 |f:0.1,3.4|. Procedure details: Sodium tert-butoxide (7.2 g, 74.9 mmol) was suspended in diethyl ether (2500 mL) under argon. Methyl isobutyrate (6.0 ml, 58.7 mmol) was added and the mixture stirred at room temperature for 3 hours. The suspension was filtered through a pad of neutral alumina and concentrated under reduced pressure to −50 mL. The crude product was placed under argon and bromo[tri-tert-butylphosphine]dipalladium(1)dimer (0.282 g, 0.363 mmol) was added. The solution was cooled in an ice/acetone bath and lithium b... Starting materials: Cl.O=C1C2(C=3C(=NC=CC3)N1)CC1=CC=C(C=C1C2)NC2=CC(=NC=N2)C(=O)O (6-(2′-oxo-1,1′,2′,3-tetrahydrospiro[indene-2,3′-pyrrolo[2,3-b]pyridin]-5-ylamino)pyrimidine-4-carboxylic acid hydrochloride), CC1CNC2=CC=CC=C12 (3-methyl-2,3-di-hydro-1H-indole), CCN(C(C)C)C(C)C (DIPEA), CN(C)C(=[N+](C)C)ON1C2=C(C=CC=C2)N=N1.[B-](F)(F)(F)F (TBTU). The solvent is CN(C)C=O (DMF). Yields the product CC1CN(C2=CC=CC=C12)C(=O)C1=CC(=NC=N1)NC=1C=C2CC3(C(NC4=NC=CC=C43)=O)CC2=CC1 (5-(6-(3-methylindoline-1-carbonyl)pyrimidin-4-ylamino)-1,3-dihydrospiro[indene-2,3′-pyrrolo[2,3-b]pyridin]-2′(1′H)-one). As a reaction SMILES: Cl.[O:2]=[C:3]1[NH:11][C:6]2=[N:7][CH:8]=[CH:9][CH:10]=[C:5]2[C:4]21[CH2:19][C:18]1[C:13](=[CH:14][CH:15]=[C:16]([NH:20][C:21]3[N:26]=[CH:25][N:24]=[C:23]([C:27](O)=[O:28])[CH:22]=3)[CH:17]=1)[CH2:12]2.[CH3:30][CH:31]1[C:39]2[C:34](=[CH:35][CH:36]=[CH:37][CH:38]=2)[NH:33][CH2:32]1.CCN(C(C)C)C(C)C.CN(C(ON1N=NC2C=CC=CC1=2)=[N+](C)C)C.[B-](F)(F)(F)F>CN(C=O)C>[CH3:30][CH:31]1[C:39]2[C:34](=[CH:35][CH:36]=[CH:37][CH:38]=2)[N:33]([C:27]([C:23]2[N:24]=[CH:25][N:26]=[C:21]([NH:20][C:16]3[CH:17]=[C:18]4[C:13](=[CH:14][CH:15]=3)[CH2:12][C:4]3([C:5]5[C:6](=[N:7][CH:8]=[CH:9][CH:10]=5)[NH:11][C:3]3=[O:2])[CH2:19]4)[CH:22]=2)=[O:28])[CH2:32]1 |f:0.1,4.5|. Procedure details: 0.15 g (0.37 mmol) 6-(2′-oxo-1,1′,2′,3-tetrahydrospiro[indene-2,3′-pyrrolo[2,3-b]pyridin]-5-ylamino)pyrimidine-4-carboxylic acid hydrochloride, 61 mg (0.37 mmol) 3-methyl-2,3-di-hydro-1H-indole, 150 μL (0.87 mmol) DIPEA and 0.13 g (0.41 mmol) TBTU in 1.8 mL DMF were stirred for 1 h at RT. The purification was carried out by preparative HPLC-MS. The product-containing fractions were combined and lyophilised.